From a dataset of the Open Reaction Database (ORD), a public repository of structured organic reaction records. describe an organic reaction: reactants, conditions, products, and yield The reactants are C(C)OP(=O)(OCC)CC(=O)OCC (Ethyl (diethoxy-phosphoryl)-acetate), [H-].[Na+] (sodium hydride), FC1=C(C(=CC=C1)F)C=CC=O (3-(2,6-Difluoro-phenyl)-propenal). Reaction SMILES: C(OP([CH2:9][C:10]([O:12][CH2:13][CH3:14])=[O:11])(OCC)=O)C.[H-].[Na+].[F:17][C:18]1[CH:23]=[CH:22][CH:21]=[C:20]([F:24])[C:19]=1[CH:25]=[CH:26][CH:27]=O>C1COCC1>[F:17][C:18]1[CH:23]=[CH:22][CH:21]=[C:20]([F:24])[C:19]=1[CH:25]=[CH:26][CH:27]=[CH:9][C:10]([O:12][CH2:13][CH3:14])=[O:11] |f:1.2|. Run in C1CCOC1 (THF), C1CCOC1 (THF). Reported procedure: Ethyl (diethoxy-phosphoryl)-acetate (3.72 ml, 18.7 mmol) in solution in THF (114 ml) is treated with sodium hydride (60% in oil) (819 mg, 20.4 mmol) at room temperature for 5 minutes. 3-(2,6-Difluoro-phenyl)-propenal (2.87 g, 17.0 mmol) in solution in THF (29 ml) is then added dropwise. After 3 hours of agitation at room temperature, the mixture is evaporated to dryness, taken up in ethyl acetate and washed with water. The organic phase is dried on Na2SO4, filtered and evaporated to dryness. The... Product: FC1=C(C(=CC=C1)F)C=CC=CC(=O)OCC (Ethyl 5-(2,6-difluoro-phenyl)-penta-2,4-dienoate). Conditions: time 3 hour. Starting materials: ClC=1C=C2C(=CNC2=CC1)CN1N=C2NC(N(C(C2=C1C=1N(C=CN1)C)=O)C)=O (2-[(5-chloro-1H-indol-3-yl)methyl]-5-methyl-3-(1-methyl-1H-imidazol-2-yl)-2H-pyrazolo[3,4-d]pyrimidine-4,6(5H,7H)-dione), BrCC1=C(C=CC=C1)C (1-(bromomethyl)-2-methylbenzene), C1CCC2=NCCCN2CC1 (DBU). The solvent is CN(C)C=O (DMF). Product: ClC=1C=C2C(=CNC2=CC1)CN1N=C2N(C(N(C(C2=C1C=1N(C=CN1)C)=O)C)=O)CC1=C(C=CC=C1)C (2-[(5-chloro-1H-indol-3-yl)methyl]-5-methyl-7-(2-methylbenzyl)-3-(1-methyl-1H-imidazol-2-yl)-2H-pyrazolo[3,4-d]pyrimidine-4,6(5H,7H)-dione). As a reaction SMILES: [Cl:1][C:2]1[CH:3]=[C:4]2[C:8](=[CH:9][CH:10]=1)[NH:7][CH:6]=[C:5]2[CH2:11][N:12]1[C:20]([C:21]2[N:22]([CH3:26])[CH:23]=[CH:24][N:25]=2)=[C:19]2[C:14]([NH:15][C:16](=[O:29])[N:17]([CH3:28])[C:18]2=[O:27])=[N:13]1.Br[CH2:31][C:32]1[CH:37]=[CH:36][CH:35]=[CH:34][C:33]=1[CH3:38].C1CCN2C(=NCCC2)CC1>CN(C=O)C>[Cl:1][C:2]1[CH:3]=[C:4]2[C:8](=[CH:9][CH:10]=1)[NH:7][CH:6]=[C:5]2[CH2:11][N:12]1[C:20]([C:21]2[N:22]([CH3:26])[CH:23]=[CH:24][N:25]=2)=[C:19]2[C:14]([N:15]([CH2:31][C:32]3[CH:37]=[CH:36][CH:35]=[CH:34][C:33]=3[CH3:38])[C:16](=[O:29])[N:17]([CH3:28])[C:18]2=[O:27])=[N:13]1. Procedure details: This compound was synthesized by the reaction of 2-[(5-chloro-1H-indol-3-yl)methyl]-5-methyl-3-(1-methyl-1H-imidazol-2-yl)-2H-pyrazolo[3,4-d]pyrimidine-4,6(5H,7H)-dione and 1-(bromomethyl)-2-methylbenzene using DBU as a base in DMF at 80° C., Mass: 514.11 (M+H). Product: COc1cc(OC)nc(C(O)c2cccc(F)c2N)n1. Reactants: [BH4-], CO, COc1cc(OC)nc(C(=O)c2cccc(F)c2N)n1, [Na+]. As a reaction SMILES: [BH4-:21].[CH3:23][OH:24].[F:1][c:2]1[c:3]([NH2:4])[c:5]([C:9](=[O:10])[c:11]2[n:12][c:13]([O:19][CH3:20])[cH:14][c:15]([O:17][CH3:18])[n:16]2)[cH:6][cH:7][cH:8]1.[Na+:22]>>[F:1][c:2]1[c:3]([NH2:4])[c:5]([CH:9]([OH:10])[c:11]2[n:12][c:13]([O:19][CH3:20])[cH:14][c:15]([O:17][CH3:18])[n:16]2)[cH:6][cH:7][cH:8]1. Reactants: COC(=O)C(=O)c1ccc(O)cc1, CN(C)C=O, OCCOc1ccc(C(F)(F)F)cc1, [H-], [Na+], Cc1ccc(S(=O)(=O)[O-])cc1. Yields the product COC(=O)C(=O)c1ccc(OCCOc2ccc(C(F)(F)F)cc2)cc1. Reaction SMILES: [CH3:1][O:2][C:3]([C:4]([c:5]1[cH:6][cH:7][c:8]([OH:11])[cH:9][cH:10]1)=[O:12])=[O:13].[CH3:41][N:42]([CH3:43])[CH:44]=[O:45].[F:27][C:28]([c:29]1[cH:30][cH:31][c:32]([O:33][CH2:34][CH2:35][OH:36])[cH:37][cH:38]1)([F:39])[F:40].[H-:14].[Na+:15].[O-:16][S:17]([c:18]1[cH:19][cH:20][c:21]([CH3:22])[cH:23][cH:24]1)(=[O:25])=[O:26]>>[CH3:1][O:2][C:3]([C:4]([c:5]1[cH:6][cH:7][c:8]([O:11][CH2:35][CH2:34][O:33][c:32]2[cH:31][cH:30][c:29]([C:28]([F:27])([F:39])[F:40])[cH:38][cH:37]2)[cH:9][cH:10]1)=[O:12])=[O:13]. Starting materials: CS(=O)(=O)Cl, COc1ccccc1Oc1c(NS(=O)(=O)c2ccc(C(C)C)cn2)nc(C(F)(F)F)nc1OCCN. Yields the product COc1ccccc1Oc1c(NS(=O)(=O)c2ccc(C(C)C)cn2)nc(C(F)(F)F)nc1OCCNS(C)(=O)=O. As a reaction SMILES: [CH3:37][S:38](=[O:39])(=[O:40])[Cl:41].[CH:1]([CH3:2])([CH3:3])[c:4]1[cH:5][cH:6][c:7]([S:10](=[O:11])(=[O:12])[NH:13][c:14]2[n:15][c:16]([C:33]([F:34])([F:35])[F:36])[n:17][c:18]([O:29][CH2:30][CH2:31][NH2:32])[c:19]2[O:20][c:21]2[c:22]([O:27][CH3:28])[cH:23][cH:24][cH:25][cH:26]2)[n:8][cH:9]1>>[CH:1]([CH3:2])([CH3:3])[c:4]1[cH:5][cH:6][c:7]([S:10](=[O:11])(=[O:12])[NH:13][c:14]2[n:15][c:16]([C:33]([F:34])([F:35])[F:36])[n:17][c:18]([O:29][CH2:30][CH2:31][NH:32][S:38]([CH3:37])(=[O:39])=[O:40])[c:19]2[O:20][c:21]2[c:22]([O:27][CH3:28])[cH:23][cH:24][cH:25][cH:26]2)[n:8][cH:9]1. Starting materials: BrC=1C=NN(C1OC)C1=NC=C(C(=O)NCCCOC)C=C1 (6-(4-bromo-5-methoxy-1H-pyrazol-1-yl)-N-(3-methoxypropyl)nicotinamide), CC1=C(C#N)C=CC(=C1)B1OC(C(O1)(C)C)(C)C (2-methyl-4-(4,4,5,5-tetramethyl-1,3,2-dioxaborolan-2-yl)benzonitrile), C([O-])(O)=O.[Na+] (sodium bicarbonate). The reagents and catalysts are CC(C)(C)P([C]1[CH][CH][CH][CH]1)C(C)(C)C.CC(C)(C)P([C]1[CH][CH][CH][CH]1)C(C)(C)C.Cl[Pd]Cl.[Fe] ([1,1′-bis(di-tert-butylphosphino) ferrocene]dichloropalladium(II)). Run in O1CCOCC1 (dioxane), O (water). Product: C(#N)C1=C(C=C(C=C1)C=1C=NN(C1OC)C1=NC=C(C(=O)NCCCOC)C=C1)C (6-(4-(4-cyano-3-methylphenyl)-5-methoxy-1H-pyrazol-1-yl)-N-(3-methoxypropyl)nicotinamide). Reaction SMILES: Br[C:2]1[CH:3]=[N:4][N:5]([C:9]2[CH:22]=[CH:21][C:12]([C:13]([NH:15][CH2:16][CH2:17][CH2:18][O:19][CH3:20])=[O:14])=[CH:11][N:10]=2)[C:6]=1[O:7][CH3:8].[CH3:23][C:24]1[CH:31]=[C:30](B2OC(C)(C)C(C)(C)O2)[CH:29]=[CH:28][C:25]=1[C:26]#[N:27].C(=O)(O)[O-].[Na+]>O1CCOCC1.O.CC(P(C(C)(C)C)[C]1[CH][CH][CH][CH]1)(C)C.CC(P(C(C)(C)C)[C]1[CH][CH][CH][CH]1)(C)C.Cl[Pd]Cl.[Fe]>[C:26]([C:25]1[CH:28]=[CH:29][C:30]([C:2]2[CH:3]=[N:4][N:5]([C:9]3[CH:22]=[CH:21][C:12]([C:13]([NH:15][CH2:16][CH2:17][CH2:18][O:19][CH3:20])=[O:14])=[CH:11][N:10]=3)[C:6]=2[O:7][CH3:8])=[CH:31][C:24]=1[CH3:23])#[N:27] |f:2.3,6.7.8.9,^1:59,60,61,62,63,73,74,75,76,77|. Procedure: Combined 6-(4-bromo-5-methoxy-1H-pyrazol-1-yl)-N-(3-methoxypropyl)nicotinamide (50 mg, 0.135 mmol), 2-methyl-4-(4,4,5,5-tetramethyl-1,3,2-dioxaborolan-2-yl)benzonitrile (65.8 mg, 0.271 mmol), [1,1′-bis(di-tert-butylphosphino) ferrocene]dichloropalladium(II) (13.86 mg, 0.021 mmol) and sodium bicarbonate (56.9 mg, 0.677 mmol) in dioxane (599 μl) and water (150 μl) was heated at 110° C. in the microwave for 40 minutes. The reaction mixture was filtered through Celite® and concentrated in vacuo to g... Reactants: NC1=C(C=CC=C1)CC(N(C)C=O)C=1SC=CC1C (2-amino-N-formyl-N-methyl-α-(3-methyl-2-thienyl)benzeneethanamine), C=O (formaldehyde), C(#N)[BH3-].[Na+] (sodium cyanoborohydride). Run in C(C)#N (acetonitrile). Run at time 1.5 hour. Product: CN(C1=C(C=CC=C1)CC(N(C)C=O)C=1SC=CC1C)C (2-Dimethylamino-N-formyl-N-methyl-α-(3-methyl-2-thienyl)benzeneethanamine). RXN SMILES: N[C:2]1[CH:7]=[CH:6][CH:5]=[CH:4][C:3]=1[CH2:8][CH:9]([C:14]1[S:15][CH:16]=[CH:17][C:18]=1[CH3:19])[N:10]([CH:12]=[O:13])[CH3:11].[CH2:20]=O.[C:22]([BH3-])#[N:23].[Na+]>C(#N)C>[CH3:20][N:23]([CH3:22])[C:2]1[CH:7]=[CH:6][CH:5]=[CH:4][C:3]=1[CH2:8][CH:9]([C:14]1[S:15][CH:16]=[CH:17][C:18]=1[CH3:19])[N:10]([CH:12]=[O:13])[CH3:11] |f:2.3|. Reported procedure: A solution of 5.0 g of 2-amino-N-formyl-N-methyl-α-(3-methyl-2-thienyl)benzeneethanamine in 48 ml of acetonitrile was treated with 6.5 ml of a 37% formaldehyde solution and 1.9 g of sodium cyanoborohydride. The mixture was stirred for 1.5 hr and then concentrated. The residue was dissolved in 75 ml of ether and washed with 1N potassium hydroxide solution and with saturated brine. The ether solution was dried over anhydrous potassium carbonate and concentrated. The residue was purified by Prepara...